This data is from the Open Reaction Database (ORD), a public repository of structured organic reaction records. The task is: describe an organic reaction: reactants, conditions, products, and yield Reactants: Cl (hydrochloric acid), C(C)(=O)N(CCCCl)C1=C(C=C(C=C1)C=1OC2=C(C(C1)=O)C(=C(C=C2F)F)N)F (2-[4-[N-acetyl-N-(3-chloropropyl)amino]-3-fluorophenyl]-5-amino-6,8-difluoro-4H-1-benzopyran-4-one), O (water). Solvent: O1CCOCC1 (dioxane). Reaction conditions: time 3 hour. Yields the product NC1=C(C=C(C2=C1C(C=C(O2)C2=CC(=C(C=C2)NCCCCl)F)=O)F)F (5-amino-2-[4-(3-chloropropylamino)-3-fluorophenyl]-6,8-difluoro-4H-1-benzopyran-4-one). Yield: 48.8%. Reaction SMILES: C([N:4]([C:9]1[CH:14]=[CH:13][C:12]([C:15]2[O:16][C:17]3[C:25]([F:26])=[CH:24][C:23]([F:27])=[C:22]([NH2:28])[C:18]=3[C:19](=[O:21])[CH:20]=2)=[CH:11][C:10]=1[F:29])[CH2:5][CH2:6][CH2:7][Cl:8])(=O)C.Cl.O>O1CCOCC1>[NH2:28][C:22]1[C:18]2[C:19](=[O:21])[CH:20]=[C:15]([C:12]3[CH:13]=[CH:14][C:9]([NH:4][CH2:5][CH2:6][CH2:7][Cl:8])=[C:10]([F:29])[CH:11]=3)[O:16][C:17]=2[C:25]([F:26])=[CH:24][C:23]=1[F:27]. Reported procedure: 508 mg (1.20 mmol) of the resulting 2-[4-[N-acetyl-N-(3-chloropropyl)amino]-3-fluorophenyl]-5-amino-6,8-difluoro-4H-1-benzopyran-4-one was dissolved in 30 ml of dioxane, 30 ml of concentrated hydrochloric acid was added and the mixture was stirred for 3 hours under heating at reflux. The reaction solution was cooled on ice and adjusted to pH 8 by addition of water thereto, and the precipitated crystals were collected by filtration. The crystals were purified by silica gel column chromatography (... The reactants are solution, Cl (hydrogen chloride), COC=1C=C(C=CC1)CCC1=C(OCC2CN(CCC2)C)C=CC=C1 (3-{2-[2-(3-methoxyphenyl)ethyl]phenoxymethyl}-1-methylpiperidine), C(C)(=O)OCC (ethyl acetate). Run in O1CCOCC1 (dioxane). The product is Cl.COC=1C=C(C=CC1)CCC1=C(OCC2CN(CCC2)C)C=CC=C1 (3-{2-[2-(3-Methoxyphenyl)ethyl]phenoxymethyl}-1-methylpiperidine hydrochloride). As a reaction SMILES: [ClH:1].[CH3:2][O:3][C:4]1[CH:5]=[C:6]([CH2:10][CH2:11][C:12]2[CH:26]=[CH:25][CH:24]=[CH:23][C:13]=2[O:14][CH2:15][CH:16]2[CH2:21][CH2:20][CH2:19][N:18]([CH3:22])[CH2:17]2)[CH:7]=[CH:8][CH:9]=1.C(OCC)(=O)C>O1CCOCC1>[ClH:1].[CH3:2][O:3][C:4]1[CH:5]=[C:6]([CH2:10][CH2:11][C:12]2[CH:26]=[CH:25][CH:24]=[CH:23][C:13]=2[O:14][CH2:15][CH:16]2[CH2:21][CH2:20][CH2:19][N:18]([CH3:22])[CH2:17]2)[CH:7]=[CH:8][CH:9]=1 |f:4.5|. Procedure: 0.5 ml of a 4N solution of hydrogen chloride in dioxane was added to a solution of 520 mg of 3-{2-[2-(3-methoxyphenyl)ethyl]phenoxymethyl}-1-methylpiperidine [prepared as described in step (a) above] in a suitable amount of ethyl acetate, and the resulting mixture was concentrated by distillation under reduced pressure, to produce the hydrochloride as a solid. This solid was dissolved in a small amount of methylene chloride, and then ethyl acetate was added to the resulting solution, which was t...